This data is from the Open Reaction Database (ORD), a public repository of structured organic reaction records. The task is: describe an organic reaction: reactants, conditions, products, and yield Reactants: Cc1cc(C2CCC2)cnc1N1CCN(C(=O)OC(C)(C)C)CC1, CCOC(C)=O, ClC(Cl)Cl, Cl, [Na+], [OH-]. Yields the product Cc1cc(C2CCC2)cnc1N1CCNCC1. Reaction SMILES: [C:1]([O:2][C:3](=[O:4])[N:8]1[CH2:9][CH2:10][N:11]([c:14]2[n:15][cH:16][c:17]([CH:21]3[CH2:22][CH2:23][CH2:24]3)[cH:18][c:19]2[CH3:20])[CH2:12][CH2:13]1)([CH3:5])([CH3:6])[CH3:7].[C:25]([O:26][CH2:27][CH3:28])(=[O:29])[CH3:30].[CH:34]([Cl:35])([Cl:36])[Cl:37].[ClH:31].[Na+:33].[OH-:32]>>[NH:8]1[CH2:9][CH2:10][N:11]([c:14]2[n:15][cH:16][c:17]([CH:21]3[CH2:22][CH2:23][CH2:24]3)[cH:18][c:19]2[CH3:20])[CH2:12][CH2:13]1.